This data is from the Open Reaction Database (ORD), a public repository of structured organic reaction records. The task is: describe an organic reaction: reactants, conditions, products, and yield The reactants are resultant mixture, C(C)(C)(C)OC(=O)N1CCCC2=CC(=CN=C12)Br (6-bromo-3,4-dihydro-2H-[1,8]naphthyridine-1-carboxylic acid tert-butyl ester), B1(OC(C(O1)(C)C)(C)C)B2OC(C(O2)(C)C)(C)C (bis(pinacolato)diboron), C(C)(=O)[O-].[K+] (potassium acetate), C(C1=CC=CC=C1)OC=1C=NC=C(C1)Br (3-benzyloxy-5-bromo-pyridine), C([O-])([O-])=O.[Na+].[Na+] (sodium carbonate). The reagents and catalysts are C1=CC=C(C=C1)P([C-]2C=CC=C2)C3=CC=CC=C3.C1=CC=C(C=C1)P([C-]2C=CC=C2)C3=CC=CC=C3.Cl[Pd]Cl.[Fe+2] (1,1′-bis(diphenylphosphino)ferrocenedichloropalladium), C1=CC=C(C=C1)P([C-]2C=CC=C2)C3=CC=CC=C3.C1=CC=C(C=C1)P([C-]2C=CC=C2)C3=CC=CC=C3.Cl[Pd]Cl.[Fe+2] (1,1′-bis(diphenylphosphino)ferrocenedichloropalladium). Solvent: O1CCOCC1 (1,4-dioxane). Yields the product C(C)(C)(C)OC(=O)N1CCCC2=CC(=CN=C12)C=1C=NC=C(C1)OCC1=CC=CC=C1 (6-(5-benzyloxy-pyridin-3-yl)-3,4-dihydro-2H-[1,8]naphthyridine-1-carboxylic acid tert-butyl ester). Isolated yield 72.8%. As a reaction SMILES: [C:1]([O:5][C:6]([N:8]1[C:17]2[C:12](=[CH:13][C:14](Br)=[CH:15][N:16]=2)[CH2:11][CH2:10][CH2:9]1)=[O:7])([CH3:4])([CH3:3])[CH3:2].B1(B2OC(C)(C)C(C)(C)O2)OC(C)(C)C(C)(C)O1.C([O-])(=O)C.[K+].[CH2:42]([O:49][C:50]1[CH:51]=[N:52][CH:53]=[C:54](Br)[CH:55]=1)[C:43]1[CH:48]=[CH:47][CH:46]=[CH:45][CH:44]=1.C(=O)([O-])[O-].[Na+].[Na+]>O1CCOCC1.C1C=CC(P(C2C=CC=CC=2)[C-]2C=CC=C2)=CC=1.C1C=CC(P(C2C=CC=CC=2)[C-]2C=CC=C2)=CC=1.Cl[Pd]Cl.[Fe+2]>[C:1]([O:5][C:6]([N:8]1[C:17]2[C:12](=[CH:13][C:14]([C:54]3[CH:53]=[N:52][CH:51]=[C:50]([O:49][CH2:42][C:43]4[CH:48]=[CH:47][CH:46]=[CH:45][CH:44]=4)[CH:55]=3)=[CH:15][N:16]=2)[CH2:11][CH2:10][CH2:9]1)=[O:7])([CH3:4])([CH3:3])[CH3:2] |f:2.3,5.6.7,9.10.11.12|. Procedure details: To a solution of 6-bromo-3,4-dihydro-2H-[1,8]naphthyridine-1-carboxylic acid tert-butyl ester (800 mg, 2.6 mmol) in 1,4-dioxane (64 mL) is added bis(pinacolato)diboron (714 mg, 2.8 mmol), 1,1′-bis(diphenylphosphino)ferrocenedichloropalladium (II) (187 mg, 0.26 mmol) and potassium acetate (751 mg, 7.7 mmol) under nitrogen. The resultant mixture is heated to reflux for 2 h. After cooling to rt, 3-benzyloxy-5-bromo-pyridine (677 mg, 2.6 mmol), sodium carbonate (815 mg, 7.7 mmol) and additional 1,1′... Reactants: Nc1ccc(Br)cc1F, C[Al](C)C, Cc1ccccc1, Cc1ccccc1C, CC(C)(C#N)c1c(Cl)cccc1Cl. Product: CC(C)(C(=N)Nc1ccc(Br)cc1F)c1c(Cl)cccc1Cl. As a reaction SMILES: [Br:14][c:15]1[cH:16][c:17]([F:22])[c:18]([NH2:19])[cH:20][cH:21]1.[CH3:23][Al:24]([CH3:25])[CH3:26].[CH3:27][c:28]1[cH:29][cH:30][cH:31][cH:32][cH:33]1.[CH3:34][c:35]1[c:36]([CH3:37])[cH:38][cH:39][cH:40][cH:41]1.[Cl:1][c:2]1[c:3]([C:9]([C:10]#[N:11])([CH3:12])[CH3:13])[c:4]([Cl:8])[cH:5][cH:6][cH:7]1>>[Cl:1][c:2]1[c:3]([C:9]([C:10](=[NH:11])[NH:19][c:18]2[c:17]([F:22])[cH:16][c:15]([Br:14])[cH:21][cH:20]2)([CH3:12])[CH3:13])[c:4]([Cl:8])[cH:5][cH:6][cH:7]1. The reactants are C(C)O/C=C/C(=O)Cl (Trans-3-ethoxypropenoyl chloride), BrC1=CC(=C(N)C=C1)C (4-bromo-2-methylaniline), O (water). Run in N1=CC=CC=C1 (pyridine). Yields the product BrC1=CC(=C(C=C1)NC(\C=C\OCC)=O)C (trans-N-(4-bromo-2-methylphenyl)-3-ethoxypropenamide). Reaction SMILES: [CH2:1]([O:3]/[CH:4]=[CH:5]/[C:6](Cl)=[O:7])[CH3:2].[Br:9][C:10]1[CH:16]=[CH:15][C:13]([NH2:14])=[C:12]([CH3:17])[CH:11]=1.O>N1C=CC=CC=1>[Br:9][C:10]1[CH:16]=[CH:15][C:13]([NH:14][C:6](=[O:7])/[CH:5]=[CH:4]/[O:3][CH2:1][CH3:2])=[C:12]([CH3:17])[CH:11]=1. Procedure: Trans-3-ethoxypropenoyl chloride (0.74 g) was added at 0° to a stirred solution of 4-bromo-2-methylaniline (0.93 g) in pyridine (10 cm3). After 0.5 hours water (40 cm3) was added, the solid material was filtered off, washed with water (30 cm3) and dried. The product was recrystallised from ethyl acetate to afford trans-N-(4-bromo-2-methylphenyl)-3-ethoxypropenamide, m.p. 163°-164°, (1.3 g). Reactants: [N+](=O)([O-])CC(O)C1=CC=C(C=C1)C1=NC=CC=C1 (2-nitro-1-(4-pyridin-2-yl-phenyl)-ethanol), CC(=O)C (acetone), [NH4+].[Cl-] (NH4Cl). Reagents/catalysts: [Zn] (Zn). Solvent: O (water). Run at time 2 hour. Yields the product NCC(O)C1=CC=C(C=C1)C1=NC=CC=C1 (2-Amino-1-(4-pyridin-2-yl-phenyl)-ethanol). The yield is 19.1%. Reaction SMILES: [N+:1]([CH2:4][CH:5]([C:7]1[CH:12]=[CH:11][C:10]([C:13]2[CH:18]=[CH:17][CH:16]=[CH:15][N:14]=2)=[CH:9][CH:8]=1)[OH:6])([O-])=O.CC(C)=O.[NH4+].[Cl-]>[Zn].O>[NH2:1][CH2:4][CH:5]([C:7]1[CH:12]=[CH:11][C:10]([C:13]2[CH:18]=[CH:17][CH:16]=[CH:15][N:14]=2)=[CH:9][CH:8]=1)[OH:6] |f:2.3|. Reported procedure: To a solution of consisting of 2-nitro-1-(4-pyridin-2-yl-phenyl)-ethanol (275 mg, 1.1 mmol) and acetone (5 mL) were added NH4Cl (900 mg, 16.9 mmol), Zn dust (1.10 g, 16.9 mmol), and water (1 mL). The reaction mixture was stirred for 2 h at rt and then filtered. The filtrate was washed with saturated NaHCO3 and extracted with EtOAc. The organic layer was dried (Na2SO4) and concentrated. The crude residue was purified (FCC) to give the title compound (45 mg, 19%). Reactants: C(=O)[N-]C=O.[Na+] (sodium diformylamide), BrCC(=O)C1=C(C(=O)OCC)C=CC=C1 (ethyl 2-bromoacetylbenzoate), C(=O)N(CC(=O)C1=C(C#N)C=CC=C1)C=O (2-(N,N-diformylglycyl)benzonitrile). Run in C(C)#N (acetonitrile). Conditions: temperature 20 celsius, time 16 hour. Yields the product C(=O)N(CC(=O)C1=C(C(=O)OCC)C=CC=C1)C=O (ethyl 2-(N,N-diformylglycyl)benzoate). Yield: 59.9%. RXN SMILES: C(N(C=O)CC(C1C=CC=CC=1C#N)=O)=O.[CH:17]([N-:19][CH:20]=[O:21])=[O:18].[Na+].Br[CH2:24][C:25]([C:27]1[CH:37]=[CH:36][CH:35]=[CH:34][C:28]=1[C:29]([O:31][CH2:32][CH3:33])=[O:30])=[O:26]>C(#N)C>[CH:17]([N:19]([CH:20]=[O:21])[CH2:24][C:25]([C:27]1[CH:37]=[CH:36][CH:35]=[CH:34][C:28]=1[C:29]([O:31][CH2:32][CH3:33])=[O:30])=[O:26])=[O:18] |f:1.2|. Reported procedure: The 2-(N,N-diformylglycyl)benzonitrile can be prepared in the following manner: 5.54 g of sodium diformylamide are added to a solution of 14.45 g of ethyl 2-bromoacetylbenzoate in 150 ml of acetonitrile and the mixture is stirred for 16 hours at boiling temperature and then, after cooling to 20° C., the insoluble matter produced is removed by filtration and the filtrate is concentrated to dryness under reduced pressure (15 mm Hg; 2 kPa) at 40° C. The residue is chromatographed on a neutral silic... The reactants are COC1=CC=C(C=C1)C(C)(C)C1=CC=C(C=C1)F (4-[1-(4-fluorophenyl)-1-methylethyl]phenyl methyl ether), C[Si](C)(C)I (trimethylsilyl iodide), ice. Run in C(Cl)(Cl)Cl (chloroform). Run at temperature 40 celsius, time 18 hour. Product: FC1=CC=C(C=C1)C(C)(C)C1=CC=C(C=C1)O (4-[1-(4-Fluorophenyl)-1-methylethyl]phenol). Isolated yield 76.2%. Reaction SMILES: C[O:2][C:3]1[CH:8]=[CH:7][C:6]([C:9]([C:12]2[CH:17]=[CH:16][C:15]([F:18])=[CH:14][CH:13]=2)([CH3:11])[CH3:10])=[CH:5][CH:4]=1.C[Si](I)(C)C>C(Cl)(Cl)Cl>[F:18][C:15]1[CH:14]=[CH:13][C:12]([C:9]([C:6]2[CH:5]=[CH:4][C:3]([OH:2])=[CH:8][CH:7]=2)([CH3:11])[CH3:10])=[CH:17][CH:16]=1. Procedure: To a solution of 4-[1-(4-fluorophenyl)-1-methylethyl]phenyl methyl ether (3.34 g, 13.67 mmol) in chloroform (40 ml) was added trimethylsilyl iodide (4.10 g, 20.51 mmol). The solution was stirred under argon at 40° C. for 18 h, then cooled and poured into ice cold water (50 ml). The aqueous phase was extracted with chloroform (6×20 ml), and the combined organic layers were washed with sodium metabisulfite then brine, and dried over sodium sulfate. After concentration in vacuo the residue was subj...